Task: describe an organic reaction: reactants, conditions, products, and yield. Dataset: the Open Reaction Database (ORD), a public repository of structured organic reaction records Reactants: FC=1C=CC(=C(C1)C1=C(C=CC=C1)C1=CC=CC=C1)OC (5-fluoro-2-methoxy-2′-phenylbiphenyl), B(Br)(Br)Br (boron tribromide). Solvent: C(Cl)Cl (methylene chloride), ClCCl (dichloromethane). The product is FC1=CC=C(C(=C1)C1=C(C=CC=C1)C1=CC=CC=C1)O (5-fluoro-2′-phenylbiphenyl-2-ol). Yield: 98.2%. As a reaction SMILES: [F:1][C:2]1[CH:3]=[CH:4][C:5]([O:20]C)=[C:6]([C:8]2[CH:13]=[CH:12][CH:11]=[CH:10][C:9]=2[C:14]2[CH:19]=[CH:18][CH:17]=[CH:16][CH:15]=2)[CH:7]=1.B(Br)(Br)Br>C(Cl)Cl>[F:1][C:2]1[CH:7]=[C:6]([C:8]2[CH:13]=[CH:12][CH:11]=[CH:10][C:9]=2[C:14]2[CH:15]=[CH:16][CH:17]=[CH:18][CH:19]=2)[C:5]([OH:20])=[CH:4][CH:3]=1. Procedure: To a solution of 5-fluoro-2-methoxy-2′-phenylbiphenyl (7.3 g, 26.2 mmol) in methylene chloride (100 mL) cooled to −78° C. was added through syringe boron tribromide (1.0 M in dichloromethane, 40.0 mL, 40.0 mmol). The reaction mixture was stirred and allowed to warm up to room temperature overnight. The resulting mixture was diluted with dichloromethane, washed with water and saturated sodium chloride, dried over anhydrous sodium sulfate and concentrated under reduced pressure. Purification by IS... Starting materials: CCOc1nc2ccccc2nc1NC(=O)Oc1ccccc1, Fc1cc(F)cc(N2CCNCC2)c1. Product: CCOc1nc2ccccc2nc1NC(=O)N1CCN(c2cc(F)cc(F)c2)CC1. As a reaction SMILES: [CH2:1]([CH3:2])[O:3][c:4]1[n:5][c:6]2[cH:7][cH:8][cH:9][cH:10][c:11]2[n:12][c:13]1[NH:14][C:15]([O:16][c:17]1[cH:18][cH:19][cH:20][cH:21][cH:22]1)=[O:23].[F:24][c:25]1[cH:26][c:27]([N:32]2[CH2:33][CH2:34][NH:35][CH2:36][CH2:37]2)[cH:28][c:29]([F:31])[cH:30]1>>[CH2:1]([CH3:2])[O:3][c:4]1[n:5][c:6]2[cH:7][cH:8][cH:9][cH:10][c:11]2[n:12][c:13]1[NH:14][C:15](=[O:23])[N:35]1[CH2:34][CH2:33][N:32]([c:27]2[cH:26][c:25]([F:24])[cH:30][c:29]([F:31])[cH:28]2)[CH2:37][CH2:36]1. Reactants: COC1=CC=C(CN)C=C1 (p-Methoxybenzylamine), ClC1=CC=NC2=CC=CN=C12 (4-chloro-[1,5]naphthyridine). Solvent: CCCCO (n-BuOH). Run at temperature 150 celsius. Product: COC1=CC=C(CNC2=CC=NC3=CC=CN=C23)C=C1 ((4-Methoxy-benzyl)-[1,5]naphthyridin-4-yl-amine). Yield: 88.5%. Reaction SMILES: [CH3:1][O:2][C:3]1[CH:10]=[CH:9][C:6]([CH2:7][NH2:8])=[CH:5][CH:4]=1.Cl[C:12]1[C:21]2[C:16](=[CH:17][CH:18]=[CH:19][N:20]=2)[N:15]=[CH:14][CH:13]=1>CCCCO>[CH3:1][O:2][C:3]1[CH:10]=[CH:9][C:6]([CH2:7][NH:8][C:12]2[C:21]3[C:16](=[CH:17][CH:18]=[CH:19][N:20]=3)[N:15]=[CH:14][CH:13]=2)=[CH:5][CH:4]=1. Procedure: p-Methoxybenzylamine (1.45 g, 10.6 mmol) was added to a solution of 4-chloro-[1,5]naphthyridine 484 (0.35 g, 2.13 mmol) in n-BuOH (9 ml) and the mixture was heated at 150° C. for 18 h. The solvent was removed in vacuo. The crude residue was purified by column chromatography with n-hexane/EtOAc (80:20) as the eluent to give the title compound (0.5 g, 89%). Reactants: C1(CCCC1)C(CC#N)=O (3-cyclopentyl-3-oxopropanenitrile), C(CO)O (ethylene glycol), Cl[Si](C)(C)C (chlorotrimethylsilane). Yields the product C1(CCCC1)C1(OCCO1)CC#N (2-(2-cyclopentyl-1,3-dioxolan-2-yl)acetonitrile). The yield is 59.1%. RXN SMILES: [CH:1]1([C:6](=[O:10])[CH2:7][C:8]#[N:9])[CH2:5][CH2:4][CH2:3][CH2:2]1.[CH2:11](O)[CH2:12][OH:13].Cl[Si](C)(C)C>>[CH:1]1([C:6]2([CH2:7][C:8]#[N:9])[O:13][CH2:12][CH2:11][O:10]2)[CH2:5][CH2:4][CH2:3][CH2:2]1. Procedure: According to the procedure described in Example 133A Step 2, 3-cyclopentyl-3-oxopropanenitrile (2 g, 14 mmol) was added to a mixture of ethylene glycol (2.4 mL, 44 mmol) and chlorotrimethylsilane (5.5 mL, 44 mmol) to give 2-(2-cyclopentyl-1,3-dioxolan-2-yl)acetonitrile (1.5 g, 60%). 1H NMR (300 MHz, CDCl3) δ 4.23-4.15 (m, 2H), 4.12-4.01 (m, 2H), 2.72 (s, 2H), 2.42-2.30 (m, 1H), 1.81-1.45 (m, 8H).